Dataset: the Open Reaction Database (ORD), a public repository of structured organic reaction records. Task: describe an organic reaction: reactants, conditions, products, and yield Reactants: Oc1ccc(OC(F)(F)F)cc1Br, O=C([O-])[O-], CN(C)C=O, CI, [K+], [K+], O. Yields the product COc1ccc(OC(F)(F)F)cc1Br. RXN SMILES: [Br:3][c:4]1[c:5]([OH:15])[cH:6][cH:7][c:8]([O:10][C:11]([F:12])([F:13])[F:14])[cH:9]1.[C:16](=[O:17])([O-:18])[O-:19].[CH3:23][N:24]([CH3:25])[CH:26]=[O:27].[I:1][CH3:2].[K+:20].[K+:21].[OH2:22]>>[Br:3][c:4]1[c:5]([O:15][CH3:16])[cH:6][cH:7][c:8]([O:10][C:11]([F:12])([F:13])[F:14])[cH:9]1. Reactants: FC(C1=CC=C(C=C1)B(O)O)(F)F (4-trifluoromethylbenzene boronic acid), P(=O)([O-])([O-])[O-].[K+].[K+].[K+] (potassium phosphate), BrC=1C=NC=C(C1N1CCC(CC1)C(=O)N)Br (1-(3,5-dibromopyridin-4-yl)piperidine-4-carboxamide), C(O)([O-])=O.[Na+] (sodium hydrogencarbonate). Reagents/catalysts: C=1C=CC(=CC1)[P](C=2C=CC=CC2)(C=3C=CC=CC3)[Pd]([P](C=4C=CC=CC4)(C=5C=CC=CC5)C=6C=CC=CC6)([P](C=7C=CC=CC7)(C=8C=CC=CC8)C=9C=CC=CC9)[P](C=1C=CC=CC1)(C=1C=CC=CC1)C=1C=CC=CC1 (tetrakis(triphenylphosphine)palladium(0)). Solvent: C1(=CC=CC=C1)C (toluene). Conditions: temperature 170 celsius. Yields the product BrC=1C=NC=C(C1N1CCC(CC1)C(=O)N)C1=CC=C(C=C1)C(F)(F)F (1-(3-bromo-5-(4-(trifluoromethyl)phenyl)pyridin-4-yl)piperidine-4-carboxamide). As a reaction SMILES: Br[C:2]1[CH:3]=[N:4][CH:5]=[C:6]([Br:17])[C:7]=1[N:8]1[CH2:13][CH2:12][CH:11]([C:14]([NH2:16])=[O:15])[CH2:10][CH2:9]1.[F:18][C:19]([F:30])([F:29])[C:20]1[CH:25]=[CH:24][C:23](B(O)O)=[CH:22][CH:21]=1.P([O-])([O-])([O-])=O.[K+].[K+].[K+].C(=O)([O-])O.[Na+]>C1(C)C=CC=CC=1.C1C=CC([P]([Pd]([P](C2C=CC=CC=2)(C2C=CC=CC=2)C2C=CC=CC=2)([P](C2C=CC=CC=2)(C2C=CC=CC=2)C2C=CC=CC=2)[P](C2C=CC=CC=2)(C2C=CC=CC=2)C2C=CC=CC=2)(C2C=CC=CC=2)C2C=CC=CC=2)=CC=1>[Br:17][C:6]1[CH:5]=[N:4][CH:3]=[C:2]([C:23]2[CH:24]=[CH:25][C:20]([C:19]([F:30])([F:29])[F:18])=[CH:21][CH:22]=2)[C:7]=1[N:8]1[CH2:13][CH2:12][CH:11]([C:14]([NH2:16])=[O:15])[CH2:10][CH2:9]1 |f:2.3.4.5,6.7,^1:54,56,75,94|. Reported procedure: To a solution of 1-(3,5-dibromopyridin-4-yl)piperidine-4-carboxamide E27 (50 mg, 0.14 mmol), 4-trifluoromethylbenzene boronic acid (0.11 g, 0.56 mmol) and potassium phosphate (0.20 g, 0.96 mmol) in toluene (4 mL) was added tetrakis(triphenylphosphine)palladium(0) (18 mg, 10 mol %). The mixture was heated at 170° C. in a microwave reactor for 60 min, then poured into a saturated solution of sodium hydrogencarbonate (25 mL). The mixture was extracted with EtOAc (2×20 mL) and the combined organic e... Reactants: ClCC1=CC=C(C=C1)C=1C(=NC=CN1)NS(=O)(=O)C1=C(C=CC=C1)C(F)(F)F (N-{3-[4-(chloromethyl)phenyl]pyrazin-2-yl}-2-(trifluoromethyl)benzenesulfonamide), ClCC1=CC=C(C=C1)C=1C(=NC=CN1)NS(=O)(=O)C1=C(C=CC=C1)C(F)(F)F (N-{3-[4-(chloromethyl)phenyl]pyrazin-2-yl}-2-(trifluoromethyl)benzenesulfonamide), ClC=1C=C(NC)C=CC1Cl (3,4-dichloro-N-methylaniline). Product: ClC=1C=C(C=CC1Cl)N(C)CC1=CC=C(C=C1)C=1C(=NC=CN1)NS(=O)(=O)C1=C(C=CC=C1)C(F)(F)F (N-[3-(4-{[(3,4-Dichloro-phenyl)-methyl-amino]-methyl}-phenyl)-pyrazin-2-yl]-2-trifluoromethyl-benzenesulfonamide). The yield is 63.0%. Reaction SMILES: Cl[CH2:2][C:3]1[CH:8]=[CH:7][C:6]([C:9]2[C:10]([NH:15][S:16]([C:19]3[CH:24]=[CH:23][CH:22]=[CH:21][C:20]=3[C:25]([F:28])([F:27])[F:26])(=[O:18])=[O:17])=[N:11][CH:12]=[CH:13][N:14]=2)=[CH:5][CH:4]=1.[Cl:29][C:30]1[CH:31]=[C:32]([CH:35]=[CH:36][C:37]=1[Cl:38])[NH:33][CH3:34]>>[Cl:29][C:30]1[CH:31]=[C:32]([N:33]([CH2:2][C:3]2[CH:8]=[CH:7][C:6]([C:9]3[C:10]([NH:15][S:16]([C:19]4[CH:24]=[CH:23][CH:22]=[CH:21][C:20]=4[C:25]([F:27])([F:26])[F:28])(=[O:17])=[O:18])=[N:11][CH:12]=[CH:13][N:14]=3)=[CH:5][CH:4]=2)[CH3:34])[CH:35]=[CH:36][C:37]=1[Cl:38]. Reported procedure: Following the general method as outlined in Example 1 (Method B), starting from N-{3-[4-(chloromethyl)phenyl]pyrazin-2-yl}-2-(trifluoromethyl)benzenesulfonamide (Intermediate 9), and 3,4-dichloro-N-methylaniline, the title compound was isolated as a yellow solid in 63% yield (91% purity by HPLC). The reactants are O=C(NC1Cc2cc(-c3ccccc3)ncc2N(Cc2ccccc2)C1=O)OCc1ccccc1, C1CCOC1, CO, [Pd]. Yields the product NC1Cc2cc(-c3ccccc3)ncc2N(Cc2ccccc2)C1=O. RXN SMILES: [CH2:1]([c:2]1[cH:3][cH:4][cH:5][cH:6][cH:7]1)[N:8]1[C:9](=[O:35])[CH:10]([NH:24][C:25](=[O:26])[O:27][CH2:28][c:29]2[cH:30][cH:31][cH:32][cH:33][cH:34]2)[CH2:11][c:12]2[cH:13][c:14](-[c:18]3[cH:19][cH:20][cH:21][cH:22][cH:23]3)[n:15][cH:16][c:17]21.[CH2:36]1[O:37][CH2:38][CH2:39][CH2:40]1.[CH3:41][OH:42].[Pd:43]>>[CH2:1]([c:2]1[cH:3][cH:4][cH:5][cH:6][cH:7]1)[N:8]1[C:9](=[O:35])[CH:10]([NH2:24])[CH2:11][c:12]2[cH:13][c:14](-[c:18]3[cH:19][cH:20][cH:21][cH:22][cH:23]3)[n:15][cH:16][c:17]21. Starting materials: NC1=NC2=CC=C(C(=C2C(=N1)N)C)C#N (2,4-diamino-6-cyano-5-methylquinazoline), COC=1C=C(N)C=C(C1OC)OC (3,4,5-trimethoxyaniline), [H][H] (hydrogen). The reagents and catalysts are [Ni] (Raney nickel). Solvent: O (water), C(C)(=O)O (acetic acid). Reaction conditions: time 1.5 hour. The product is NC1=NC2=CC=C(C(=C2C(=N1)N)C)CNC1=CC(=C(C(=C1)OC)OC)OC (2,4-diamino-5-methyl-6-[(3,4,5-trimethoxyphenylamino)methyl]quinazoline). Yield: 27.1%. Reaction SMILES: [NH2:1][C:2]1[N:11]=[C:10]([NH2:12])[C:9]2[C:4](=[CH:5][CH:6]=[C:7]([C:14]#[N:15])[C:8]=2[CH3:13])[N:3]=1.[CH3:16][O:17][C:18]1[CH:19]=[C:20]([CH:22]=[C:23]([O:27][CH3:28])[C:24]=1[O:25][CH3:26])N.[H][H]>[Ni].O.C(O)(=O)C>[NH2:1][C:2]1[N:11]=[C:10]([NH2:12])[C:9]2[C:4](=[CH:5][CH:6]=[C:7]([CH2:14][NH:15][C:20]3[CH:22]=[C:23]([O:27][CH3:28])[C:24]([O:25][CH3:26])=[C:18]([O:17][CH3:16])[CH:19]=3)[C:8]=2[CH3:13])[N:3]=1. Reported procedure: A mixture of 1.1 grams (0.005 mole) of 2,4-diamino-6-cyano-5-methylquinazoline, 4.6 grams (0.025 mole) 3,4,5-trimethoxyaniline and 2.0 grams (catalyst) of Raney nickel (50% slurry in water) in 30 mL of water and 70 mL of acetic acid was hydrogenated at 50 psi of hydrogen for 6 hours using a Parr hydrogenator. After this time the reaction mixture was filtered. The filter cake was slurried with a boiling mixture of 15 mL of water and 35 mL of acetic acid and was then filtered. The filtrates were c... Reactants: benzoxazine-2,4-dione, ClC1=CC=C(N)C=C1 (4-chloroaniline), O1CCOCC1 (1,4-dioxane). The product is ClC1=CC=C(C=C1)NC(C1=C(C=CC=C1)N)=O (N-(4-chlorophenyl)-2-aminobenzamide). RXN SMILES: [Cl:1][C:2]1[CH:8]=[CH:7][C:5]([NH2:6])=[CH:4][CH:3]=1.[O:9]1[CH2:14][CH2:13]OCC1>>[Cl:1][C:2]1[CH:8]=[CH:7][C:5]([NH:6][C:14](=[O:9])[C:13]2[CH:8]=[CH:2][CH:3]=[CH:4][C:5]=2[NH2:6])=[CH:4][CH:3]=1. Procedure details: A mixture of benzoxazine-2,4-dione (1.6 g, 10 mmol) and 4-chloroaniline (2.5 g, 20 mmol) in 1,4-dioxane (30 mL) was heated at reflux for 15 hours. After cooling the solid was filtered, and the filtrate was concentrated, washed with ethyl ether. The washing was concentrated further to a solid. Additional washing with cold ethyl ether (10 mL) afforded N-(4-chlorophenyl)-2-aminobenzamide as a tan solid; NMR (DMSO-d6) 10.1 (s, 1), 7.8 (d, 2), 7.6 (d, 1), 7.4 (d, 2), 7.2 (t, 1), 6.8 (d, 1), 6.6 (t, 1...